This data is from the Open Reaction Database (ORD), a public repository of structured organic reaction records. The task is: describe an organic reaction: reactants, conditions, products, and yield Starting materials: C(C)OC(COC1=C(C=C(C=C1C)NCC1=C(N=C(S1)C1=CC=C(C=C1)C(F)(F)F)C)C)=O ((2,6-dimethyl-4-{[4-methyl-2-(4-trifluoromethyl-phenyl)-thiazol-5-ylmethyl]-amino}-phenoxy)-acetic acid ethyl ester), ice, C(C)I (ethyl iodide), C(=O)([O-])[O-].[K+].[K+] (K2CO3). The solvent is CS(=O)C (DMSO). Conditions: time 18 hour. The product is C(C)OC(COC1=C(C=C(C=C1C)N(CC1=C(N=C(S1)C1=CC=C(C=C1)C(F)(F)F)C)CC)C)=O ((4-{Ethyl-[4-methyl-2-(4-trifluoromethyl-phenyl)-thiazol-5-ylmethyl]-amino}-2,6-dimethyl-phenoxy)-acetic acid ethyl ester). Reaction SMILES: [CH2:1]([O:3][C:4](=[O:33])[CH2:5][O:6][C:7]1[C:12]([CH3:13])=[CH:11][C:10]([NH:14][CH2:15][C:16]2[S:20][C:19]([C:21]3[CH:26]=[CH:25][C:24]([C:27]([F:30])([F:29])[F:28])=[CH:23][CH:22]=3)=[N:18][C:17]=2[CH3:31])=[CH:9][C:8]=1[CH3:32])[CH3:2].[CH2:34](I)[CH3:35].C([O-])([O-])=O.[K+].[K+]>CS(C)=O>[CH2:1]([O:3][C:4](=[O:33])[CH2:5][O:6][C:7]1[C:12]([CH3:13])=[CH:11][C:10]([N:14]([CH2:34][CH3:35])[CH2:15][C:16]2[S:20][C:19]([C:21]3[CH:22]=[CH:23][C:24]([C:27]([F:28])([F:30])[F:29])=[CH:25][CH:26]=3)=[N:18][C:17]=2[CH3:31])=[CH:9][C:8]=1[CH3:32])[CH3:2] |f:2.3.4|. Procedure: 0.102 g (0.21 mmol) of the above prepared (2,6-dimethyl-4-{[4-methyl-2-(4-trifluoromethyl-phenyl)-thiazol-5-ylmethyl]-amino}-phenoxy)-acetic acid ethyl ester was dissolved in 1.5 ml of abs. DMSO and treated with 0.066 g (0.43 mmol) of ethyl iodide and 0.032 g (0.23 mmol) of K2CO3. After vigorously stirring for 18 h at ambient temperature, the reaction mixture was poured onto crashed ice/aqueous 10% KHSO4, extracted twice with EtOAc, the organic layer was washed with water and brine, dried over m... Starting materials: Cl.OCCN1CC2=C(CCC1)C=CC(=C2)[N+](=O)[O-] (2-(2-hydroxyethyl)-8 nitro-2,3,4,5-tetrahydro-1H-2-benzazapine hydrochloride). The reagents and catalysts are [Pd] (Pd-C). Solvent: C(C)O (ethanol). Run at time 2 hour. Yields the product Cl.OCCN1CC2=C(CCC1)C=CC(=C2)N (2-(2-hydroxyethyl)-2,3,4,5-tetrahydro-1H-2-benzazapin-8-amine hydrochloride). The yield is 126.4%. As a reaction SMILES: [ClH:1].[OH:2][CH2:3][CH2:4][N:5]1[CH2:11][CH2:10][CH2:9][C:8]2[CH:12]=[CH:13][C:14]([N+:16]([O-])=O)=[CH:15][C:7]=2[CH2:6]1>C(O)C.[Pd]>[ClH:1].[OH:2][CH2:3][CH2:4][N:5]1[CH2:11][CH2:10][CH2:9][C:8]2[CH:12]=[CH:13][C:14]([NH2:16])=[CH:15][C:7]=2[CH2:6]1 |f:0.1,4.5|. Reported procedure: To a solution of 2-(2-hydroxyethyl)-8 nitro-2,3,4,5-tetrahydro-1H-2-benzazapine hydrochloride (1.51 g, 5.54 mmol) in ethanol (100 ml) was added 10% Pd-C (0.2 g) and the solution was hydrogenated at 50 psi for 2 h. The reaction mixture was filtered and the filtrate was concentrated to give an oil. Evaporation with absolute ethanol gave 2-(2-hydroxyethyl)-2,3,4,5-tetrahydro-1H-2-benzazapin-8-amine hydrochloride as an amorphous solid (1.70 g, 110%) which was used without further purification. A sol... The reactants are CC(=O)[O-], CCOC(C)=O, Cc1nc(Cl)c2ccccc2n1, Nc1ccc(OC(F)F)cc1, [Na+]. Product: Cc1nc(Nc2ccc(OC(F)F)cc2)c2ccccc2n1. As a reaction SMILES: [CH3:25][C:26](=[O:27])[O-:28].[CH3:29][CH2:30][O:31][C:32](=[O:33])[CH3:34].[Cl:1][c:2]1[n:3][c:4]([CH3:12])[n:5][c:6]2[cH:7][cH:8][cH:9][cH:10][c:11]12.[F:13][CH:14]([O:15][c:16]1[cH:17][cH:18][c:19]([NH2:22])[cH:20][cH:21]1)[F:23].[Na+:24]>>[c:2]1([NH:22][c:19]2[cH:18][cH:17][c:16]([O:15][CH:14]([F:13])[F:23])[cH:21][cH:20]2)[n:3][c:4]([CH3:12])[n:5][c:6]2[cH:7][cH:8][cH:9][cH:10][c:11]12.